From a dataset of the Open Reaction Database (ORD), a public repository of structured organic reaction records. describe an organic reaction: reactants, conditions, products, and yield Reactants: CC1(C(C1C=O)C(=O)OC)C (methyl 2,2-dimethyl-3-formylcyclopropane carboxylate), ClC(C(F)(F)F)(Cl)Cl (1,1,1-trichlorotrifluoroethane), [Cl-].[NH4+] (ammonium chloride). Reagents/catalysts: [Zn] (zinc). Run in CN(C=O)C (dimethylformamide). Run at temperature 0 celsius, time 20 minute. Product: CC1(C(C1C(C(C(F)(F)F)(Cl)Cl)O)C(=O)OC)C (methyl 2,2-dimethyl-3-(1-hydroxy-2,2-dichloro-3,3,3-trifluoropropyl)cyclopropanecarboxylate). Yield: 75.1%. RXN SMILES: [CH3:1][C:2]1([CH3:11])[CH:4]([CH:5]=[O:6])[CH:3]1[C:7]([O:9][CH3:10])=[O:8].[Cl:12][C:13](Cl)([Cl:18])[C:14]([F:17])([F:16])[F:15].[Cl-].[NH4+]>CN(C)C=O.[Zn]>[CH3:1][C:2]1([CH3:11])[CH:4]([CH:5]([OH:6])[C:13]([Cl:18])([Cl:12])[C:14]([F:17])([F:16])[F:15])[CH:3]1[C:7]([O:9][CH3:10])=[O:8] |f:2.3|. Procedure details: To a solution of 156 mg (1.00 mmol) of methyl 2,2-dimethyl-3-formylcyclopropane carboxylate and 0.226 ml (2.00 mmol) of 1,1,1-trichlorotrifluoroethane in 1 ml of dimethylformamide (DMF), 98 mg (1.50 mmol) of zinc powder was added at 0° C., and the mixture was stirred at 0° C. for 20 minutes, and at 50° C. for 7 hours. Then, 1 ml of a saturated ammonium chloride aqueous solution was added, and the mixture was extracted with diethyl ether (2 ml×5 times). The extract was dried over anhydrous magnes... Reactants: CC(C)(C)OC(=O)CC#N, C1CCOC1, Cc1ccc(S(=O)(=O)O)cc1, [K+], [K+], O=[N+]([O-])c1ccc(Cl)nc1, O=C([O-])[O-]. Product: N#CCc1ccc([N+](=O)[O-])cn1. Reaction SMILES: [C:17]([O:18][C:19](=[O:20])[CH2:23][C:24]#[N:25])([CH3:21])([CH3:22])[CH3:26].[CH2:38]1[O:39][CH2:40][CH2:41][CH2:42]1.[CH3:27][c:28]1[cH:29][cH:30][c:31]([S:32](=[O:33])(=[O:34])[OH:35])[cH:36][cH:37]1.[K+:11].[K+:12].[N+:1](=[O:2])([O-:3])[c:4]1[cH:5][cH:6][c:7]([Cl:10])[n:8][cH:9]1.[O-:13][C:14]([O-:15])=[O:16]>>[N+:1](=[O:2])([O-:3])[c:4]1[cH:5][cH:6][c:7]([CH2:23][C:24]#[N:25])[n:8][cH:9]1. The reactants are C(C)(C)(C)OC(NC=1C(=NC=CC1)C=O)=O ((2-formyl-pyridin-3-yl)-carbamic acid tert-butyl ester), [BH4-].[Na+] (NaBH4), C(=O)(O)[O-].[Na+] (NaHCO3). Solvent: CO (MeOH). Conditions: time 40 minute. The product is C(C)(C)(C)OC(NC=1C(=NC=CC1)CO)=O ((2-hydroxymethyl-pyridin-3-yl)-carbamic acid tert-butyl ester). Reaction SMILES: [C:1]([O:5][C:6](=[O:16])[NH:7][C:8]1[C:9]([CH:14]=[O:15])=[N:10][CH:11]=[CH:12][CH:13]=1)([CH3:4])([CH3:3])[CH3:2].[BH4-].[Na+].C([O-])(O)=O.[Na+]>CO>[C:1]([O:5][C:6](=[O:16])[NH:7][C:8]1[C:9]([CH2:14][OH:15])=[N:10][CH:11]=[CH:12][CH:13]=1)([CH3:4])([CH3:2])[CH3:3] |f:1.2,3.4|. Procedure: To a solution of (2-formyl-pyridin-3-yl)-carbamic acid tert-butyl ester (0.581 g, 2.66 mmol) in dry MeOH (10 mL) was slowly added NaBH4 (0.200 g, 5.32 mmol). The mixture was stirred for 40 min, and saturated aqueous NaHCO3 (10 mL) was added. The MeOH was removed, and the aqueous residue was extracted with CH2Cl2 (5×25 mL). The organic extracts were combined, and dried over anhydrous Na2SO4. After filtration the solvent was removed by evaporation under vacuum, affording (2-hydroxymethyl-pyridin-3... The reactants are CC(C)(C)OC(=O)N1CCC(n2ncc3c(Cl)ncnc32)CC1, CN(C)C=O, CS(=O)(=O)c1ccc(O)cc1, [Cl-], [H-], [NH4+], [Na+]. The product is CC(C)(C)OC(=O)N1CCC(n2ncc3c(Oc4ccc(S(C)(=O)=O)cc4)ncnc32)CC1. Reaction SMILES: [C:14]([CH3:15])([CH3:16])([CH3:17])[O:18][C:19](=[O:20])[N:21]1[CH2:22][CH2:23][CH:24]([n:27]2[n:28][cH:29][c:30]3[c:31]2[n:32][cH:33][n:34][c:35]3[Cl:36])[CH2:25][CH2:26]1.[CH3:39][N:40]([CH3:41])[CH:42]=[O:43].[CH3:3][S:4](=[O:5])(=[O:6])[c:7]1[cH:8][cH:9][c:10]([OH:13])[cH:11][cH:12]1.[Cl-:37].[H-:1].[NH4+:38].[Na+:2]>>[CH3:3][S:4](=[O:5])(=[O:6])[c:7]1[cH:8][cH:9][c:10]([O:13][c:35]2[c:30]3[cH:29][n:28][n:27]([CH:24]4[CH2:23][CH2:22][N:21]([C:19]([O:18][C:14]([CH3:15])([CH3:16])[CH3:17])=[O:20])[CH2:26][CH2:25]4)[c:31]3[n:32][cH:33][n:34]2)[cH:11][cH:12]1. Starting materials: Clc1c2c(nc3ccnn13)CCCCC2, O=P(Cl)(Cl)Cl, Oc1c2c(nc3ccnn13)CCC2. The product is Clc1c2c(nc3ccnn13)CCC2. RXN SMILES: [Cl:1][c:2]1[n:3]2[n:4][cH:5][cH:6][c:7]2[n:8][c:9]2[c:10]1[CH2:12][CH2:11][CH2:13][CH2:14][CH2:15]2.[P:29]([Cl:30])([Cl:31])([Cl:32])=[O:33].[n:16]1[n:17]2[c:18]([n:19][c:20]3[c:21]([c:22]2[OH:23])[CH2:24][CH2:25][CH2:26]3)[cH:27][cH:28]1>>[Cl:1][c:2]1[n:3]2[n:4][cH:5][cH:6][c:7]2[n:8][c:9]2[c:10]1[CH2:13][CH2:14][CH2:15]2.